From a dataset of the Open Reaction Database (ORD), a public repository of structured organic reaction records. describe an organic reaction: reactants, conditions, products, and yield Starting materials: N1=CC(=CC=C1)CC1=CC=2C=CC(=CC2CC1)C(=O)OCC (ethyl 6-(3-pyridylmethyl)-7,8-dihydro-2-naphthalenecarboxylate). Reagents/catalysts: [C].[Pd] (palladium carbon). Solvent: C(C)O (ethanol). Product: N1=CC(=CC=C1)CC1CC=2C=CC(=CC2CC1)C(=O)OCC (ethyl 6-(3-pyridylmethyl)-5,6,7,8-tetrahydro-2-naphthalenecarboxylate). Isolated yield 99.3%. As a reaction SMILES: [N:1]1[CH:6]=[CH:5][CH:4]=[C:3]([CH2:7][C:8]2[CH2:17][CH2:16][C:15]3[CH:14]=[C:13]([C:18]([O:20][CH2:21][CH3:22])=[O:19])[CH:12]=[CH:11][C:10]=3[CH:9]=2)[CH:2]=1>C(O)C.[C].[Pd]>[N:1]1[CH:6]=[CH:5][CH:4]=[C:3]([CH2:7][CH:8]2[CH2:17][CH2:16][C:15]3[CH:14]=[C:13]([C:18]([O:20][CH2:21][CH3:22])=[O:19])[CH:12]=[CH:11][C:10]=3[CH2:9]2)[CH:2]=1 |f:2.3|. Procedure: 1.8 g of ethyl 6-(3-pyridylmethyl)-7,8-dihydro-2-naphthalenecarboxylate was dissolved in 100 ml of ethanol and 1 g of 10% palladium carbon was added thereto. The mixture was catalytically reduced. After absorption of hydrogen gas was completed, the catalyst was removed by filtration. The filtrate was concentrated in vacuo to give 1.8 g of ethyl 6-(3-pyridylmethyl)-5,6,7,8-tetrahydro-2-naphthalenecarboxylate as an oil. Reactants: COC1=CC=C(C=C1)[Mg]Br (4-methoxyphenyl magnesium bromide), C1OC=2C=C(C=CC2O1)C1=C(C(C2=CC=CC=C12)=O)C(=O)OCC (ethyl 3-(3,4-methylenedioxyphenyl)-1-oxoindene-2-carboxylate), BrC1=CC=C(C=C1)OC (4-bromoanisole), [Mg] (magnesium). Run in CCOCC.C1CCOC1 (Et2O THF), CCOCC.C1CCOC1 (Et2O THF). Reaction conditions: time 30 minute. The product is OC1=C2C(=C(C(C2=CC=C1)C1=CC=C(C=C1)OC)C(=O)OCC)C1=CC2=C(C=C1)OCO2 (Ethyl (1RS)-Hydroxy-1-(4-methoxyphenyl)-3-(3,4-methylenedioxyphenyl)indene-2-carboxylate). The yield is 80.0%. RXN SMILES: Br[C:2]1[CH:7]=[CH:6][C:5]([O:8][CH3:9])=[CH:4][CH:3]=1.[Mg].C[O:12]C1C=CC([Mg]Br)=CC=1.[CH2:21]1[O:29][C:28]2[CH:27]=[CH:26][C:25]([C:30]3[C:38]4[C:33](=[CH:34][CH:35]=[CH:36][CH:37]=4)[C:32](=O)[C:31]=3[C:40]([O:42][CH2:43][CH3:44])=[O:41])=[CH:24][C:23]=2[O:22]1>CCOCC.C1COCC1>[OH:12][C:37]1[CH:36]=[CH:35][CH:34]=[C:33]2[C:38]=1[C:30]([C:25]1[CH:26]=[CH:27][C:28]3[O:29][CH2:21][O:22][C:23]=3[CH:24]=1)=[C:31]([C:40]([O:42][CH2:43][CH3:44])=[O:41])[CH:32]2[C:2]1[CH:7]=[CH:6][C:5]([O:8][CH3:9])=[CH:4][CH:3]=1 |f:4.5|. Procedure details: A solution of 4-bromoanisole (0.89 g, 5.0 mmol) in 9:1 Et2O/THF (10 ml) was added to magnesium turnings (0.105 g, 5.0 mmol), and the resulting mixture was allowed to stir for 30 min. The resultant 4-methoxyphenyl magnesium bromide was added dropwise to a solution of ethyl 3-(3,4-methylenedioxyphenyl)-1-oxoindene-2-carboxylate (0.77 g, 2.4 mmol) in 10:1 Et2O/THF (55 ml) at 0° C. The resulting mixture was stirred at 0° C. for 1 h and was then partitioned between EtOAc and 1M HCl. The aqueous phase...